From a dataset of the Open Reaction Database (ORD), a public repository of structured organic reaction records. describe an organic reaction: reactants, conditions, products, and yield The reactants are C1CCOC1, C[Al](C)C, Cc1ccccc1, CN, COC(=O)c1cccc(C=O)c1. Product: CNC(=O)c1cccc(C=O)c1. Reaction SMILES: [CH2:26]1[O:27][CH2:28][CH2:29][CH2:30]1.[CH3:15][Al:16]([CH3:17])[CH3:18].[CH3:19][c:20]1[cH:21][cH:22][cH:23][cH:24][cH:25]1.[CH3:1][NH2:2].[CH:3](=[O:4])[c:5]1[cH:6][c:7]([C:8](=[O:9])[O:10][CH3:11])[cH:12][cH:13][cH:14]1>>[CH3:1][NH:2][C:8]([c:7]1[cH:6][c:5]([CH:3]=[O:4])[cH:14][cH:13][cH:12]1)=[O:9]. The reactants are OO (hydrogen peroxide), C1(=CC=CC=C1)O (phenol), O1CCOCC1 (1,4-dioxane). Reagents/catalysts: C1CC(OC1)N2C=C(C(=O)NC2=O)F (TS-1). Run in O (water). Run at temperature 70 celsius, time 20 minute. Yields the product C1(O)=CC=C(O)C=C1 (hydroquinone), C=1(O)C(O)=CC=CC1 (catechol). As a reaction SMILES: [C:1]1([OH:7])[CH:6]=[CH:5][CH:4]=[CH:3][CH:2]=1.[O:8]1[CH2:13][CH2:12][O:11]CC1.OO>C1COC(N2C(=O)NC(=O)C(F)=C2)C1.O>[C:1]1([CH:6]=[CH:5][C:4]([OH:8])=[CH:3][CH:2]=1)[OH:7].[C:13]1([C:12](=[CH:6][CH:1]=[CH:2][CH:3]=1)[OH:11])[OH:8]. Procedure: A stirrer, a cooler and a temperature indicator were provided to a four-necked flask having an internal volume of 200 ml; to this flask, 13.0 g of phenol, 4.0 g of 1,4-dioxane, 6.0 g of water and 1.3 g of TS-1 catalyst, prepared according to the above described procedure, were added, and heated to 70° C. by an oil bath. After the temperature of the mixture reached 70° C., 3.0 g of 31 weight % of hydrogen peroxide was added dropwise using a quantitative pump over 2 hours, and stirred further for ... Starting materials: COc1cc2c(Cl)ncnc2cc1OCc1ccccc1, CC(C)O, Cl, COC(=O)Oc1cc(N)c(F)cc1C. The product is COC(=O)Oc1cc(Nc2ncnc3cc(OCc4ccccc4)c(OC)cc23)c(F)cc1C, Cl. As a reaction SMILES: [CH2:2]([c:3]1[cH:4][cH:5][cH:6][cH:7][cH:8]1)[O:9][c:10]1[c:11]([O:21][CH3:22])[cH:12][c:13]2[c:14]([Cl:20])[n:15][cH:16][n:17][c:18]2[cH:19]1.[CH:37]([OH:38])([CH3:39])[CH3:40].[ClH:1].[F:23][c:24]1[c:25]([NH2:26])[cH:27][c:28]([O:32][C:33](=[O:34])[O:35][CH3:36])[c:29]([CH3:31])[cH:30]1>>[CH2:2]([c:3]1[cH:4][cH:5][cH:6][cH:7][cH:8]1)[O:9][c:10]1[c:11]([O:21][CH3:22])[cH:12][c:13]2[c:14]([NH:26][c:25]3[c:24]([F:23])[cH:30][c:29]([CH3:31])[c:28]([O:32][C:33](=[O:34])[O:35][CH3:36])[cH:27]3)[n:15][cH:16][n:17][c:18]2[cH:19]1.[ClH:20]. Reactants: CC(=O)Nc1ccc(S(=O)(=O)Cl)cc1, CCn1cc(C(=O)O)c(=O)c2cc(F)c(N3CCNCC3)c(F)c21, c1ccncc1, c1ccccc1. Yields the product CCn1cc(C(=O)O)c(=O)c2cc(F)c(N3CCN(S(=O)(=O)c4ccc(NC(C)=O)cc4)CC3)c(F)c21. As a reaction SMILES: [C:25]([CH3:26])(=[O:27])[NH:28][c:29]1[cH:30][cH:31][c:32]([S:35](=[O:36])(=[O:37])[Cl:38])[cH:33][cH:34]1.[CH2:1]([CH3:2])[n:3]1[cH:4][c:5]([C:22](=[O:23])[OH:24])[c:6](=[O:21])[c:7]2[cH:8][c:9]([F:20])[c:10]([N:14]3[CH2:15][CH2:16][NH:17][CH2:18][CH2:19]3)[c:11]([F:13])[c:12]12.[cH:39]1[cH:40][cH:41][n:42][cH:43][cH:44]1.[cH:45]1[cH:46][cH:47][cH:48][cH:49][cH:50]1>>[CH2:1]([CH3:2])[n:3]1[cH:4][c:5]([C:22](=[O:23])[OH:24])[c:6](=[O:21])[c:7]2[cH:8][c:9]([F:20])[c:10]([N:14]3[CH2:15][CH2:16][N:17]([S:35]([c:32]4[cH:31][cH:30][c:29]([NH:28][C:25]([CH3:26])=[O:27])[cH:34][cH:33]4)(=[O:36])=[O:37])[CH2:18][CH2:19]3)[c:11]([F:13])[c:12]12. Reactants: Cc1ccccc1, CCN(C(C)C)C(C)C, O=S(=O)(Oc1cncc(Cl)c1)C(F)(F)F, O=C(C=Cc1ccccc1)C=Cc1ccccc1, O=C(C=Cc1ccccc1)C=Cc1ccccc1, O=C(C=Cc1ccccc1)C=Cc1ccccc1, [Pd], [Pd], SCc1ccccc1, CC1(C)c2cccc(P(c3ccccc3)c3ccccc3)c2Oc2c(P(c3ccccc3)c3ccccc3)cccc21. Product: Clc1cncc(SCc2ccccc2)c1. As a reaction SMILES: [CH3:75][c:76]1[cH:77][cH:78][cH:79][cH:80][cH:81]1.[CH:24]([N:25]([CH2:26][CH3:27])[CH:28]([CH3:29])[CH3:30])([CH3:31])[CH3:32].[F:1][C:2]([F:3])([F:4])[S:5]([O:6][c:7]1[cH:8][n:9][cH:10][c:11]([Cl:13])[cH:12]1)(=[O:14])=[O:15].[O:102]=[C:103]([CH:104]=[CH:105][c:106]1[cH:107][cH:108][cH:109][cH:110][cH:111]1)[CH:112]=[CH:113][c:114]1[cH:115][cH:116][cH:117][cH:118][cH:119]1.[O:120]=[C:121]([CH:122]=[CH:123][c:124]1[cH:125][cH:126][cH:127][cH:128][cH:129]1)[CH:130]=[CH:131][c:132]1[cH:133][cH:134][cH:135][cH:136][cH:137]1.[O:84]=[C:85]([CH:86]=[CH:87][c:88]1[cH:89][cH:90][cH:91][cH:92][cH:93]1)[CH:94]=[CH:95][c:96]1[cH:97][cH:98][cH:99][cH:100][cH:101]1.[Pd:82].[Pd:83].[c:16]1([CH2:22][SH:23])[cH:17][cH:18][cH:19][cH:20][cH:21]1.[c:33]1([P:34]([c:35]2[cH:36][cH:37][cH:38][cH:39][cH:40]2)[c:41]2[c:42]3[c:66]([cH:67][cH:68][cH:69]2)[C:63]([CH3:64])([CH3:65])[c:45]2[c:44]([c:49]([P:50]([c:51]4[cH:52][cH:53][cH:54][cH:55][cH:56]4)[c:57]4[cH:58][cH:59][cH:60][cH:61][cH:62]4)[cH:48][cH:47][cH:46]2)[O:43]3)[cH:70][cH:71][cH:72][cH:73][cH:74]1>>[c:7]1([S:23][CH2:22][c:16]2[cH:17][cH:18][cH:19][cH:20][cH:21]2)[cH:8][n:9][cH:10][c:11]([Cl:13])[cH:12]1. Reactants: CCOCC, ClCCl, CC(C)c1nnc2ccc(-c3sc(C4CCN(C(=O)OC(C)(C)C)CC4)nc3-c3ccc(F)cc3F)nn12, O=C(O)C(F)(F)F. Product: CC(C)c1nnc2ccc(-c3sc(C4CCNCC4)nc3-c3ccc(F)cc3F)nn12. RXN SMILES: [CH3:46][CH2:47][O:48][CH2:49][CH3:50].[Cl:51][CH2:52][Cl:53].[F:1][c:2]1[c:3](-[c:9]2[n:10][c:11]([CH:26]3[CH2:27][CH2:28][N:29]([C:32]([O:33][C:34]([CH3:35])([CH3:36])[CH3:37])=[O:38])[CH2:30][CH2:31]3)[s:12][c:13]2-[c:14]2[cH:15][cH:16][c:17]3[n:18]([n:19]2)[c:20]([CH:23]([CH3:24])[CH3:25])[n:21][n:22]3)[cH:4][cH:5][c:6]([F:8])[cH:7]1.[F:39][C:40]([F:41])([F:42])[C:43]([OH:44])=[O:45]>>[F:1][c:2]1[c:3](-[c:9]2[n:10][c:11]([CH:26]3[CH2:27][CH2:28][NH:29][CH2:30][CH2:31]3)[s:12][c:13]2-[c:14]2[cH:15][cH:16][c:17]3[n:18]([n:19]2)[c:20]([CH:23]([CH3:24])[CH3:25])[n:21][n:22]3)[cH:4][cH:5][c:6]([F:8])[cH:7]1. The reactants are CC1=C(C(=CC=C1)C)O (2,6-dimethylphenol), CC1C(C(CCC1)C)=O (2,6-dimethyl cyclohexanone), N (ammonia). The reagents and catalysts are [Pt] (platinum). Run at temperature 300 celsius, time 4 hour. Product: CC1=C(N)C(=CC=C1)C (2,6-dimethyl aniline). RXN SMILES: [CH3:1][C:2]1[CH:7]=[CH:6][CH:5]=[C:4]([CH3:8])[C:3]=1O.CC1CCCC(C)C1=O.[NH3:19]>[Pt]>[CH3:1][C:2]1[CH:7]=[CH:6][CH:5]=[C:4]([CH3:8])[C:3]=1[NH2:19]. Procedure: In a pressure reaction vessel place one mole part of 2,6-dimethylphenol, 0.1 mole part of 2,6-dimethyl cyclohexanone, 0.007 mole part of platinum (0.1 weight per cent on silica-alumina support) and 3 mole parts of ammonia (as 29 per cent aqueous ammonium hydroxide). Seal the vessel and heat to 300°C and stir at this temperature for 4 hours. Cool and filter off the catalyst for recycle. Distill the filtrate to obtain the product 2,6-dimethyl aniline in good yield. Reactants: COc1cccc(N=C=O)c1, Cc1ccc(N)cc1C(=O)c1ccc(Nc2ccc(F)cc2F)cc1Cl, c1ccncc1. Yields the product COc1cccc(NC(=O)Nc2ccc(C)c(C(=O)c3ccc(Nc4ccc(F)cc4F)cc3Cl)c2)c1. Reaction SMILES: [CH3:27][O:28][c:29]1[cH:30][c:31]([N:35]=[C:36]=[O:37])[cH:32][cH:33][cH:34]1.[NH2:1][c:2]1[cH:3][cH:4][c:5]([CH3:26])[c:6]([C:8](=[O:9])[c:10]2[c:11]([Cl:25])[cH:12][c:13]([NH:16][c:17]3[c:18]([F:24])[cH:19][c:20]([F:23])[cH:21][cH:22]3)[cH:14][cH:15]2)[cH:7]1.[cH:38]1[cH:39][cH:40][n:41][cH:42][cH:43]1>>[NH:1]([c:2]1[cH:3][cH:4][c:5]([CH3:26])[c:6]([C:8](=[O:9])[c:10]2[c:11]([Cl:25])[cH:12][c:13]([NH:16][c:17]3[c:18]([F:24])[cH:19][c:20]([F:23])[cH:21][cH:22]3)[cH:14][cH:15]2)[cH:7]1)[C:36]([NH:35][c:31]1[cH:30][c:29]([O:28][CH3:27])[cH:34][cH:33][cH:32]1)=[O:37]. Starting materials: CCOC(=O)C1CC(CC2CCCCC2)CN(C(C)=O)C1, C1CCOC1, CO, ClCCl, [Li+], [OH-], O. Product: CC(=O)N1CC(CC2CCCCC2)CC(C(=O)O)C1. Reaction SMILES: [C:3]([CH3:4])(=[O:5])[N:6]1[CH2:7][CH:8]([C:19](=[O:20])[O:21][CH2:22][CH3:23])[CH2:9][CH:10]([CH2:12][CH:13]2[CH2:14][CH2:15][CH2:16][CH2:17][CH2:18]2)[CH2:11]1.[CH2:30]1[O:31][CH2:32][CH2:33][CH2:34]1.[CH3:28][OH:29].[Cl:24][CH2:25][Cl:26].[Li+:2].[OH-:1].[OH2:27]>>[C:3]([CH3:4])(=[O:5])[N:6]1[CH2:7][CH:8]([C:19](=[O:20])[OH:21])[CH2:9][CH:10]([CH2:12][CH:13]2[CH2:14][CH2:15][CH2:16][CH2:17][CH2:18]2)[CH2:11]1.